Dataset: the Open Reaction Database (ORD), a public repository of structured organic reaction records. Task: describe an organic reaction: reactants, conditions, products, and yield The reactants are C(C)(C)(C)NS(=O)(=O)C1=C(C=C(C=C1)CCC)B(O)O (2-(N-t-butylsulfamoyl)-5-n-propylphenylboronic acid), BrC1=CC=C(CO)C=C1 (4-bromobenzyl alcohol), [OH-].[Na+] (NaOH), CCO (EtOH). The reagents and catalysts are C=1C=CC(=CC1)[P](C=2C=CC=CC2)(C=3C=CC=CC3)[Pd]([P](C=4C=CC=CC4)(C=5C=CC=CC5)C=6C=CC=CC6)([P](C=7C=CC=CC7)(C=8C=CC=CC8)C=9C=CC=CC9)[P](C=1C=CC=CC1)(C=1C=CC=CC1)C=1C=CC=CC1 (tetrakis(triphenylphosphine)palladium(0)). The solvent is C1(=CC=CC=C1)C (toluene). Conditions: temperature 100 celsius, time 3 hour. The product is C(C)(C)(C)NS(=O)(=O)C1=C(C=C(C=C1)CCC)C1=CC=C(C=C1)CO ([2'-(N-t-Butylsulfamoyl)-5'n-propylbiphenyl-4-yl]methanol). RXN SMILES: [C:1]([NH:5][S:6]([C:9]1[CH:14]=[CH:13][C:12]([CH2:15][CH2:16][CH3:17])=[CH:11][C:10]=1B(O)O)(=[O:8])=[O:7])([CH3:4])([CH3:3])[CH3:2].Br[C:22]1[CH:29]=[CH:28][C:25]([CH2:26][OH:27])=[CH:24][CH:23]=1.[OH-].[Na+].CCO>C1(C)C=CC=CC=1.C1C=CC([P]([Pd]([P](C2C=CC=CC=2)(C2C=CC=CC=2)C2C=CC=CC=2)([P](C2C=CC=CC=2)(C2C=CC=CC=2)C2C=CC=CC=2)[P](C2C=CC=CC=2)(C2C=CC=CC=2)C2C=CC=CC=2)(C2C=CC=CC=2)C2C=CC=CC=2)=CC=1>[C:1]([NH:5][S:6]([C:9]1[CH:14]=[CH:13][C:12]([CH2:15][CH2:16][CH3:17])=[CH:11][C:10]=1[C:22]1[CH:29]=[CH:28][C:25]([CH2:26][OH:27])=[CH:24][CH:23]=1)(=[O:8])=[O:7])([CH3:4])([CH3:3])[CH3:2] |f:2.3,^1:45,47,66,85|. Reported procedure: To a solution of 2.80 g (9.36 mmol) of 2-(N-t-butylsulfamoyl)-5-n-propylphenylboronic acid (from Step B) and 4-bromobenzyl alcohol (5.25 g, 3 equiv) in toluene (125 mL) was added 1.25N NaOH (32 mL), EtOH (86 mL) and tetrakis(triphenylphosphine)palladium(0) (325 mg, 3 mol %). The mixture was stirred at 100° C. under N2 for 3 hours. The reaction was concentrated and the residue was extracted with ethyl acetate. The organic solution was washed with 1N NaOH, H2O and brine. Next, the organic phase wa... The reactants are N1(CCC1)C1CCC(CC1)NC(OC(C)(C)C)=O (tert-butyl N-[4-(azetidin-1-yl)cyclohexyl]carbamate), N1(CCC1)C1CCC(CC1)NC(OC(C)(C)C)=O (tert-butyl N-[4-(azetidin-1-yl)cyclohexyl]carbamate), C(=O)(C(F)(F)F)O (TFA). The solvent is C(Cl)Cl (DCM). Yields the product N1(CCC1)C1CCC(CC1)N (4-(azetidin-1-yl)cyclohexan-1-amine). As a reaction SMILES: [N:1]1([CH:5]2[CH2:10][CH2:9][CH:8]([NH:11]C(=O)OC(C)(C)C)[CH2:7][CH2:6]2)[CH2:4][CH2:3][CH2:2]1.C(O)(C(F)(F)F)=O>C(Cl)Cl>[N:1]1([CH:5]2[CH2:10][CH2:9][CH:8]([NH2:11])[CH2:7][CH2:6]2)[CH2:2][CH2:3][CH2:4]1. Reported procedure: tert-butyl N-[4-(azetidin-1-yl)cyclohexyl]carbamate (Intermediate 227; 260 mg, 1.01 mmol) was taken up in DCM (3 mL) and TFA (2 mL) and stirred at ambient temperature for 3 hours. The reactants are CNC1=CC=C(C=C1)C(C)(C)C1=CC=C(C=C1)C(C)(C)C1=CC=C(C=C1)NC (α,α'-bis-(4-methylamino-phenyl)-p-diisopropylbenzene), [H][H] (hydrogen). Reagents/catalysts: catalyst ( 2 ). The product is CNC1CCC(CC1)C(C)(C)C1=CC=C(C=C1)C(C)(C)C1CCC(CC1)NC (α,α'-bis-(4-methylaminocyclohexyl)-p-diisopropylbenzene). The yield is 99.8%. As a reaction SMILES: [CH3:1][NH:2][C:3]1[CH:8]=[CH:7][C:6]([C:9]([C:12]2[CH:17]=[CH:16][C:15]([C:18]([C:21]3[CH:26]=[CH:25][C:24]([NH:27][CH3:28])=[CH:23][CH:22]=3)([CH3:20])[CH3:19])=[CH:14][CH:13]=2)([CH3:11])[CH3:10])=[CH:5][CH:4]=1.[H][H]>>[CH3:28][NH:27][CH:24]1[CH2:23][CH2:22][CH:21]([C:18]([C:15]2[CH:14]=[CH:13][C:12]([C:9]([CH:6]3[CH2:5][CH2:4][CH:3]([NH:2][CH3:1])[CH2:8][CH2:7]3)([CH3:11])[CH3:10])=[CH:17][CH:16]=2)([CH3:20])[CH3:19])[CH2:26][CH2:25]1. Procedure details: 100 g of α,α'-bis-(4-methylamino-phenyl)-p-diisopropylbenzene are hydrogenated in the presence of 1.0 g of the catalyst (2) (about 1% of ruthenium) at 180°- 200° C and 200° - 280° bars hydrogen pressure, until the absorption of hydrogen has ceased. Duration about 160 minutes. After cooling, the hydrogenation product is taken up in methanol, the solution is filtered and concentrated and the residue is distilled under reduced pressure. 103 g of α,α'-bis-(4-methylaminocyclohexyl)-p-diisopropylbenze...